Dataset: the Open Reaction Database (ORD), a public repository of structured organic reaction records. Task: describe an organic reaction: reactants, conditions, products, and yield Reactants: CC(C)(C)c1ccc(C=O)cc1NC(=O)CC1c2ccccc2Oc2ccccc21, [Mg+]CCCCCC1CCCCC1, [I-]. Yields the product CC(C)(C)c1ccc(C(O)CCCCCC2CCCCC2)cc1NC(=O)CC1c2ccccc2Oc2ccccc21. Reaction SMILES: [C:14]([CH3:15])([CH3:16])([CH3:17])[c:18]1[c:19]([NH:26][C:27]([CH2:28][CH:29]2[c:30]3[cH:31][cH:32][cH:33][cH:34][c:35]3[O:36][c:37]3[cH:38][cH:39][cH:40][cH:41][c:42]32)=[O:43])[cH:20][c:21]([CH:24]=[O:25])[cH:22][cH:23]1.[CH:2]1([CH2:8][CH2:9][CH2:10][CH2:11][CH2:12][Mg+:13])[CH2:3][CH2:4][CH2:5][CH2:6][CH2:7]1.[I-:1]>>[CH:2]1([CH2:8][CH2:9][CH2:10][CH2:11][CH2:12][CH:24]([c:21]2[cH:20][c:19]([NH:26][C:27]([CH2:28][CH:29]3[c:30]4[cH:31][cH:32][cH:33][cH:34][c:35]4[O:36][c:37]4[cH:38][cH:39][cH:40][cH:41][c:42]43)=[O:43])[c:18]([C:14]([CH3:15])([CH3:16])[CH3:17])[cH:23][cH:22]2)[OH:25])[CH2:3][CH2:4][CH2:5][CH2:6][CH2:7]1. Reactants: OCC(=O)C1=CC=CC=C1 (2-hydroxyacetophenone), CO (methanol), [H-].[Na+] (NaH), C(C=1C(O)=CC=CC1)(=O)OC (methyl salicylate). The reagents and catalysts are C=1(C(=CC=CC1)C)C (xylene). Run at time 7 hour. Product: C1=CC=CC2=C1C(C1=C(OC3=C(C1=O)C=CC=C3)O2)=O (11H,12H-[1]benzopyrano[2,3-b][1]benzopyran-11,12-dione). RXN SMILES: O[CH2:2][C:3]([C:5]1[CH:10]=[CH:9][CH:8]=[CH:7][CH:6]=1)=[O:4].[H-].[Na+].[C:13]([O:22]C)(=O)[C:14]1[C:15](=[CH:17][CH:18]=[CH:19][CH:20]=1)[OH:16].[CH3:24][OH:25]>C1(C)C(C)=CC=CC=1>[CH:20]1[C:14]2[C:13](=[O:22])[C:2]3[C:3](=[O:4])[C:5]4[CH:6]=[CH:7][CH:8]=[CH:9][C:10]=4[O:25][C:24]=3[O:16][C:15]=2[CH:17]=[CH:18][CH:19]=1 |f:1.2|. Reported procedure: The starting material was prepared as follows: 13.6 g. 2-hydroxyacetophenone and 19.2 g NaH in 200 ml. of dry xylene containing 2 drops of methanol were heated under reflux to boiling. Then 15.2 g of methyl salicylate were added and heating continued for 7 hours. The needlemass was washed with ether and ice-water/acetic acid (2:1) and then recrystallized from C Cl4. Yield 5.0 g (20%); colorless crystals; m. 118°C. Procedure: To a solution of (2R,3S)-2-(3-phenyl-1-propyl)-3-(2-tetrahydropyranyloxyamino)hexanoic acid (0.93 g, 2.66 mmol) in pyridine (2 mL) at 0° C. is added formic acetic anhydride (0.4 mL). The resulting solution is stirred at 0° C. for 1 h, concentrated in vacuo, and diluted with 11 mL of EtOAc. To the solution of crude acid is added pentafluorophenol (0.51 g, 2.79 mmol), NMM (0.28 g, 2.79 mmol) and dicyclohexylcarbodiimide (0.58 g, 2.79 mmol). The resulting solution is stirred at 23° C. for 20 h and ... The yield is 58.0%. Yields the product C1(=CC=CC=C1)CCC[C@@H](C(=O)OC1=C(C(=C(C(=C1F)F)F)F)F)[C@H](CCC)N(OC1OCCCC1)C=O (pentafluorophenyl (2R,3S)-2-(3-phenyl-1-propyl)-3-(formyl-2-tetrahydropyranyloxyamino)hexanoate). Run at temperature 0 celsius, time 1 hour. Reaction SMILES: [C:1]1([CH2:7][CH2:8][CH2:9][C@H:10]([C@@H:14]([NH:18][O:19][CH:20]2[CH2:25][CH2:24][CH2:23][CH2:22][O:21]2)[CH2:15][CH2:16][CH3:17])[C:11]([OH:13])=[O:12])[CH:6]=[CH:5][CH:4]=[CH:3][CH:2]=1.C(O[CH:30]=[O:31])(=O)C.[F:32][C:33]1[C:38](O)=[C:37]([F:40])[C:36]([F:41])=[C:35]([F:42])[C:34]=1[F:43].CN1CCOCC1.C1(N=C=NC2CCCCC2)CCCCC1>N1C=CC=CC=1>[C:1]1([CH2:7][CH2:8][CH2:9][C@H:10]([C@@H:14]([N:18]([CH:30]=[O:31])[O:19][CH:20]2[CH2:25][CH2:24][CH2:23][CH2:22][O:21]2)[CH2:15][CH2:16][CH3:17])[C:11]([O:13][C:38]2[C:37]([F:40])=[C:36]([F:41])[C:35]([F:42])=[C:34]([F:43])[C:33]=2[F:32])=[O:12])[CH:6]=[CH:5][CH:4]=[CH:3][CH:2]=1. Reactants: FC1=C(C(=C(C(=C1O)F)F)F)F (pentafluorophenol), CN1CCOCC1 (NMM), C1(CCCCC1)N=C=NC1CCCCC1 (dicyclohexylcarbodiimide), C1(=CC=CC=C1)CCC[C@@H](C(=O)O)[C@H](CCC)NOC1OCCCC1 ((2R,3S)-2-(3-phenyl-1-propyl)-3-(2-tetrahydropyranyloxyamino)hexanoic acid), C(C)(=O)OC=O (formic acetic anhydride). Run in N1=CC=CC=C1 (pyridine).